Dataset: the Open Reaction Database (ORD), a public repository of structured organic reaction records. Task: describe an organic reaction: reactants, conditions, products, and yield The reactants are [OH-].[Na+] (Sodium hydroxide), CC1CC(CC(C1C)C)O (3,4,5-trimethylcyclohexanol), FC(C(=O)OC(C(F)(F)F)=O)(F)F (Trifluoroacetic acid anhydride), CC(=O)OI1(C=2C=CC=CC2C(=O)O1)(OC(=O)C)OC(=O)C (Dess-Martin reagent). Run in C(C)OCC (diethyl ether), ClCCl (dichloromethane). Run at time 18 hour. Yields the product CC1CC(CC(C1C)C)=O (3,4,5-trimethylcyclohexanone). The yield is 73.6%. Reaction SMILES: [CH3:1][CH:2]1[CH:7]([CH3:8])[CH:6]([CH3:9])[CH2:5][CH:4]([OH:10])[CH2:3]1.CC(OI1(OC(C)=O)(OC(C)=O)OC(=O)C2C=CC=CC1=2)=O.FC(F)(F)C(OC(=O)C(F)(F)F)=O.[OH-].[Na+]>ClCCl.C(OCC)C>[CH3:1][CH:2]1[CH:7]([CH3:8])[CH:6]([CH3:9])[CH2:5][C:4](=[O:10])[CH2:3]1 |f:3.4|. Procedure details: 3,4,5-trimethylcyclohexanol obtained in step 1 was dissolved in dichloromethane. Dess-Martin reagent (3.1 g, 7.34 mmol) was added in one portion. Trifluoroacetic acid anhydride (0.56 mL, 7.34 mmol) was added, and the solution was stirred at RT for 18 h. Sodium hydroxide (1 N, 30 mL) and diethyl ether (100 mL) were added. The reaction mixture was stirred at RT for one hour. The organic layer was washed with NaOH (1N, 30 ml), brine 930 ml), dried over anhydrous Na2SO4, filtered, and concentrated. ... Reactants: ClC1=C(C=NC2=CC(=C(C=C12)OC)OC)C#N (4-chloro-6,7-dimethoxy-quinolin-3-carbonitrile), NC1=C2C=CC=NC2=CC=C1 (5-aminoquinoline), Cl.N1=CC=CC=C1 (pyridine hydrochloride), C(C)OC(C)O (ethoxyethanol), C([O-])([O-])=O.[Na+].[Na+] (sodium carbonate). Solvent: O (water). Run at temperature 200 celsius. The product is COC=1C=C2C(=C(C=NC2=CC1OC)C#N)NC1=C2C=CC=NC2=CC=C1 (6,7-dimethoxy-4-(quinolin-5-ylamino)-quinoline-3-carbonitrile). Yield: 37.0%. As a reaction SMILES: Cl[C:2]1[C:11]2[C:6](=[CH:7][C:8]([O:14][CH3:15])=[C:9]([O:12][CH3:13])[CH:10]=2)[N:5]=[CH:4][C:3]=1[C:16]#[N:17].[NH2:18][C:19]1[CH:28]=[CH:27][CH:26]=[C:25]2[C:20]=1[CH:21]=[CH:22][CH:23]=[N:24]2.Cl.N1C=CC=CC=1.C(OC(O)C)C.C(=O)([O-])[O-].[Na+].[Na+]>O>[CH3:13][O:12][C:9]1[CH:10]=[C:11]2[C:6](=[CH:7][C:8]=1[O:14][CH3:15])[N:5]=[CH:4][C:3]([C:16]#[N:17])=[C:2]2[NH:18][C:19]1[CH:28]=[CH:27][CH:26]=[C:25]2[C:20]=1[CH:21]=[CH:22][CH:23]=[N:24]2 |f:2.3,5.6.7|. Reported procedure: A mixture of 0.249 g of 4-chloro-6,7-dimethoxy-quinolin-3-carbonitrile, 0.288 g of 5-aminoquinoline, 0.020 g of pyridine hydrochloride, and 10 ml of ethoxyethanol was heated under nitrogen in a sealed tube at 200° C. for 2 hours. The mixture was cooled and added to 100 ml of water. To this mixture was added sodium carbonate to pH 9. The product was collected, washed with water, and dried to give 0.132 g of 6,7-dimethoxy-4-(quinolin-5-ylamino)-quinoline-3-carbonitrile as a solid, mp 115° C. (deco... Reactants: C(C1=CC=CC=C1)OC(CCC1=CC=C(C=C1)NS(=O)(=O)C)=O (3-[4-[(Methanesulfonyl)amino]phenyl]propionic acid benzyl ester). Reagents/catalysts: [Pd] (Pd/C). The solvent is C(C)O (ethanol). Conditions: time 20 minute. The product is CS(=O)(=O)NC1=CC=C(C=C1)CCC(=O)O (3-[4-[(methanesulfonyl)amino]phenyl]propionic acid). As a reaction SMILES: C([O:8][C:9](=[O:23])[CH2:10][CH2:11][C:12]1[CH:17]=[CH:16][C:15]([NH:18][S:19]([CH3:22])(=[O:21])=[O:20])=[CH:14][CH:13]=1)C1C=CC=CC=1>[Pd].C(O)C>[CH3:22][S:19]([NH:18][C:15]1[CH:14]=[CH:13][C:12]([CH2:11][CH2:10][C:9]([OH:23])=[O:8])=[CH:17][CH:16]=1)(=[O:21])=[O:20]. Procedure: 3-[4-[(Methanesulfonyl)amino]phenyl]propionic acid benzyl ester from Preparation 26 (5.0 g (0.015 mol) and 0.75 g of 5% Pd/C catalyst in 150 ml of ethanol is hydrogenated on the Parr hydrogenator for 20 min. The mixture is filtered through a pad of Celite. The filtrate is concentrated to give a solid. It is recrystallized from ethanol to give 3-[4-[(methanesulfonyl)amino]phenyl]propionic acid; m.p. 152.5°-154° C. Isolated yield 11.3%. Reported procedure: A solution of 2-(3-(2,4-difluorophenyl)-1-tosyl-1H-indol-5-yl)-5-(methylsulfonyl)-1,3,4-thiadiazole (0.010 g, 0.018 mmol), dioxane (0.5 mL), and NaOH (1 M, 0.1 mL) was heated in a Biotage microwave for 10 min at 100° C., then at 120° C. for an additional 10 min. The mixture was purified by preparative HPLC (20-90% AcCN/H2O/0.1% TFA) to give 5-(3-(2,4-difluorophenyl)-1H-indol-5-yl)-1,3,4-thiadiazol-2-ol (1 mg, 2.068 μmol, 11.28%). MS (ESI, pos. ion) m/z: 330 (M+1). 1H NMR (400 MHz, CD3OD) δ ppm 7... Reaction SMILES: [F:1][C:2]1[CH:7]=[C:6]([F:8])[CH:5]=[CH:4][C:3]=1[C:9]1[C:17]2[C:12](=[CH:13][CH:14]=[C:15]([C:18]3[S:19][C:20](S(C)(=O)=O)=[N:21][N:22]=3)[CH:16]=2)[N:11](S(C2C=CC(C)=CC=2)(=O)=O)[CH:10]=1.[OH-:37].[Na+]>O1CCOCC1>[F:1][C:2]1[CH:7]=[C:6]([F:8])[CH:5]=[CH:4][C:3]=1[C:9]1[C:17]2[C:12](=[CH:13][CH:14]=[C:15]([C:18]3[S:19][C:20]([OH:37])=[N:21][N:22]=3)[CH:16]=2)[NH:11][CH:10]=1 |f:1.2|. Product: FC1=C(C=CC(=C1)F)C1=CNC2=CC=C(C=C12)C1=NN=C(S1)O (5-(3-(2,4-difluorophenyl)-1H-indol-5-yl)-1,3,4-thiadiazol-2-ol). Run at time 10 minute. Solvent: O1CCOCC1 (dioxane). Reactants: FC1=C(C=CC(=C1)F)C1=CN(C2=CC=C(C=C12)C=1SC(=NN1)S(=O)(=O)C)S(=O)(=O)C1=CC=C(C)C=C1 (2-(3-(2,4-difluorophenyl)-1-tosyl-1H-indol-5-yl)-5-(methylsulfonyl)-1,3,4-thiadiazole), [OH-].[Na+] (NaOH). The reactants are [Br-], CCCC[N+](CCCC)(CCCC)CCCC, C=C1C(=O)C2CCN1CC2, Cl, O, O, Sc1ncnc2nc[nH]c12. Product: O=C1C2CCN(CC2)C1CSc1ncnc2[nH]cnc12. As a reaction SMILES: [Br-:24].[CH2:25]([N+:26]([CH2:27][CH2:28][CH2:29][CH3:30])([CH2:31][CH2:32][CH2:33][CH3:34])[CH2:35][CH2:36][CH2:37][CH3:38])[CH2:39][CH2:40][CH3:41].[CH2:2]=[C:3]1[N:4]2[CH2:5][CH2:6][CH:7]([C:8]1=[O:9])[CH2:10][CH2:11]2.[ClH:1].[OH2:12].[OH2:23].[SH:13][c:14]1[c:15]2[nH:16][cH:17][n:18][c:19]2[n:20][cH:21][n:22]1>>[CH2:2]([CH:3]1[N:4]2[CH2:5][CH2:6][CH:7]([C:8]1=[O:9])[CH2:10][CH2:11]2)[S:13][c:14]1[c:15]2[n:16][cH:17][nH:18][c:19]2[n:20][cH:21][n:22]1.